This data is from the Open Reaction Database (ORD), a public repository of structured organic reaction records. The task is: describe an organic reaction: reactants, conditions, products, and yield Starting materials: CN(C1=CC=C(C=C1)S(=O)(=O)Cl)C (4-dimethylaminobenzenesulphonyl chloride), O1CCCC1 (tetrahydrofuran), NCCCCC(=O)O (5-aminovaleric acid), [OH-].[Na+] (sodium hydroxide). Reaction SMILES: [CH3:1][N:2]([CH3:13])[C:3]1[CH:8]=[CH:7][C:6]([S:9](Cl)(=[O:11])=[O:10])=[CH:5][CH:4]=1.[NH2:14][CH2:15][CH2:16][CH2:17][CH2:18][C:19]([OH:21])=[O:20].[OH-].[Na+].O1CCCC1>O>[CH3:1][N:2]([CH3:13])[C:3]1[CH:8]=[CH:7][C:6]([S:9]([NH:14][CH2:15][CH2:16][CH2:17][CH2:18][C:19]([OH:21])=[O:20])(=[O:11])=[O:10])=[CH:5][CH:4]=1 |f:2.3|. Procedure: 4.4 g of 4-dimethylaminobenzenesulphonyl chloride (Chem. Ber. 43, 3038, (1910)) are added to a solution comprising 2.34 g of 5-aminovaleric acid and 2.4 g of sodium hydroxide dissolved in 24 cm3 of water, followed by the addition of 24 cm3 of tetrahydrofuran in order to obtain a solution. The temperature rises to 36° C. The mixture is kept stirring for 4 hours, the tetrahydrofuran is evaporated off, the reaction medium is acidified using acetic acid and extracted with chloroform, the organic pha... Conditions: time 4 hour. The solvent is O (water). Product: CN(C1=CC=C(C=C1)S(=O)(=O)NCCCCC(=O)O)C (5-(4-Dimethylaminobenzenesulphonylamino)valeric acid). Isolated yield 61.7%. Reactants: crude product, C(C)(=O)OC[C@@H]1[C@H](C[C@@H](O1)N1C(=O)NC(=O)C(C)=C1)N=[N+]=[N-] (5'-O-Acetyl-3'-azido-3'-deoxythymidine), N1N=CN=C1 (1,2,4-triazole), P(=O)(OC1=CC=C(C=C1)Cl)(Cl)Cl (4-chlorophenyl dichlorophosphate), CCOC(=O)C.CCCCCC (EtOAc hexane). The solvent is N1=CC=CC=C1 (pyridine). Yields the product C(C)(=O)OC[C@@H]1[C@H](C[C@@H](O1)N1C(N=C(C(=C1)C)N1N=CN=C1)=O)N=[N+]=[N-] (1-(5-O-Acetyl-3-azido-2,3-dideoxy-β-D-erythro-pentofuranosyl)-5-methyl-4-(1,2,4-triazol-1-yl)-2(1H)-pyrimidinone). Yield: 60.0%. Reaction SMILES: [C:1]([O:4][CH2:5][C@H:6]1[O:10][C@@H:9]([N:11]2[CH:19]=[C:17]([CH3:18])[C:15](=O)[NH:14][C:12]2=[O:13])[CH2:8][C@@H:7]1[N:20]=[N+:21]=[N-:22])(=[O:3])[CH3:2].[NH:23]1[CH:27]=[N:26][CH:25]=[N:24]1.P(Cl)(Cl)(OC1C=CC(Cl)=CC=1)=O.CCOC(C)=O.CCCCCC>N1C=CC=CC=1>[C:1]([O:4][CH2:5][C@H:6]1[O:10][C@@H:9]([N:11]2[CH:19]=[C:17]([CH3:18])[C:15]([N:23]3[CH:27]=[N:26][CH:25]=[N:24]3)=[N:14][C:12]2=[O:13])[CH2:8][C@@H:7]1[N:20]=[N+:21]=[N-:22])(=[O:3])[CH3:2] |f:3.4|. Procedure details: 5'-O-Acetyl-3'-azido-3'-deoxythymidine was reacted with 5 equivalents of 1,2,4-triazole and two equivalents of 4-chlorophenyl dichlorophosphate in dry pyridine at ambient temperature for 10 days. Silica gel chromatography of the crude product using 1:1 EtOAc/hexane (v/v) followed by combination and evaporation of the appropriate fractions yielded an oil. Crystallization from EtOAc afforded the title compound as a solid 2.7 g (7.5 mMol; 60%); m.p.=143°-145° C. UV (nm): at pH 1λmax =324,245,215 (ε... Starting materials: C(=O)(OCC)[C@@H]1CC2=CC=CC=C2C[C@H]1C(=O)OCC (trans 2,3-dicarboethoxy-1,2,3,4-tetrahydronaphthalene), [OH-].[Na+] (sodium hydroxide), Cl (hydrochloric acid). The solvent is C(C)(=O)OCC (ethyl acetate), C(C)O (ethanol). Conditions: time 16 hour. Yields the product C(=O)(OCC)[C@@H]1CC2=CC=CC=C2C[C@H]1C(=O)O (Trans 2-carboethoxy-3-carboxy-1,2,3,4-tetrahydronaphthalene). The yield is 72.6%. Reaction SMILES: [C:1]([C@H:6]1[C@H:15]([C:16]([O:18]CC)=[O:17])[CH2:14][C:13]2[C:8](=[CH:9][CH:10]=[CH:11][CH:12]=2)[CH2:7]1)([O:3][CH2:4][CH3:5])=[O:2].[OH-].[Na+].Cl>C(O)C.C(OCC)(=O)C>[C:1]([C@H:6]1[C@H:15]([C:16]([OH:18])=[O:17])[CH2:14][C:13]2[C:8](=[CH:9][CH:10]=[CH:11][CH:12]=2)[CH2:7]1)([O:3][CH2:4][CH3:5])=[O:2] |f:1.2|. Procedure details: To a stirred solution of trans 2,3-dicarboethoxy-1,2,3,4-tetrahydronaphthalene (2.1 g, 7.6 mmol) in ethanol (10 mL) at room temperature under nitrogen was added 1.0 M aqueous sodium hydroxide solution (7.6 mL, 7.6 mmol). After 16 h, 1.0 M aqueous hydrochloric acid solution (10 mL) was added to quench the reaction mixture. Upon completion of addition, the reaction mixture was concentrated under vacuum to yield a residue. The residue was diluted with ethyl acetate. The organic layer was washed wit... Reactants: COC1=C(C=O)C=CC=C1 (2-methoxybenzaldehyde), C(C)OC(CC(N)=N)=O (amidinoacetic acid ethyl ester). Solvent: C(C)O (ethanol), C(C)O (ethanol). The product is C(C)OC(=O)C1=C(NC(=C(C1C1=C(C=CC=C1)OC)C(=O)OCC)N)N (2,6-diamino-4-(2-methoxyphenyl)-1,4-dihydropyridine-3,5-dicarboxylic acid diethyl ester). The yield is 72.0%. As a reaction SMILES: [CH3:1][O:2][C:3]1[CH:10]=[CH:9][CH:8]=[CH:7][C:4]=1[CH:5]=O.[CH2:11]([O:13][C:14](=[O:19])[CH2:15][C:16](=[NH:18])[NH2:17])[CH3:12]>C(O)C>[CH2:11]([O:13][C:14]([C:15]1[CH:5]([C:4]2[CH:7]=[CH:8][CH:9]=[CH:10][C:3]=2[O:2][CH3:1])[C:15]([C:14]([O:13][CH2:11][CH3:12])=[O:19])=[C:16]([NH2:17])[NH:18][C:16]=1[NH2:17])=[O:19])[CH3:12]. Reported procedure: Upon boiling a solution of 6.8 g 2-methoxybenzaldehyde and 13.0 g amidinoacetic acid ethyl ester in 150 ml ethanol for two hours, 2,6-diamino-4-(2-methoxyphenyl)-1,4-dihydropyridine-3,5-dicarboxylic acid diethyl ester of m.p. 147° C (ethanol) is obtained. Starting materials: C(C)NC(NC1=CC=C(C=C1)C=1N=C(C2=C(N1)CN(CC2)C(=O)OC(C)(C)C)N2[C@H](COCC2)C)=O ((S)-tert-butyl 2-(4-(3-ethylureido)phenyl)-4-(3-methylmorpholino)-5,6-dihydropyrido[3,4-d]pyrimidine-7(8H)-carboxylate), FC=1C=C(N)C=CC1B1OC(C(O1)(C)C)(C)C (3-fluoro-4-(4,4,5,5-tetramethyl-1,3,2-dioxaborolan-2-yl)aniline), ClC=1N=C(C2=C(N1)CN(CC2)C)N2[C@H](COCC2)C ((S)-4-(2-chloro-7-methyl-5,6,7,8-tetrahydropyrido[3,4-d]pyrimidin-4-yl)-3-methylmorpholine), ClC=1N=C(C2=C(N1)CN(CC2)C)N2[C@H](COCC2)C ((S)-4-(2-chloro-7-methyl-5,6,7,8-tetrahydropyrido[3,4-d]pyrimidin-4-yl)-3-methylmorpholine). Product: C(C)NC(=O)NC1=CC(=C(C=C1)C=1N=C(C2=C(N1)CN(CC2)C)N2[C@H](COCC2)C)F ((S)-1-ethyl-3-(3-fluoro-4-(7-methyl-4-(3-methylmorpholino)-5,6,7,8-tetrahydropyrido[3,4-d]pyrimidin-2-yl)phenyl)urea). As a reaction SMILES: [CH2:1]([NH:3][C:4](=[O:36])[NH:5][C:6]1[CH:11]=[CH:10][C:9]([C:12]2[N:13]=[C:14]([N:29]3[CH2:34][CH2:33][O:32][CH2:31][C@@H:30]3[CH3:35])[C:15]3[CH2:21][CH2:20][N:19]([C:22](OC(C)(C)C)=O)[CH2:18][C:16]=3[N:17]=2)=[CH:8][CH:7]=1)[CH3:2].ClC1N=C(N2CCOC[C@@H]2C)C2CCN(C)CC=2N=1.[F:56]C1C=C(C=CC=1B1OC(C)(C)C(C)(C)O1)N>>[CH2:1]([NH:3][C:4]([NH:5][C:6]1[CH:11]=[CH:10][C:9]([C:12]2[N:13]=[C:14]([N:29]3[CH2:34][CH2:33][O:32][CH2:31][C@@H:30]3[CH3:35])[C:15]3[CH2:21][CH2:20][N:19]([CH3:22])[CH2:18][C:16]=3[N:17]=2)=[C:8]([F:56])[CH:7]=1)=[O:36])[CH3:2]. Procedure details: Method as described for intermediate 5 using (S)-4-(2-chloro-7-methyl-5,6,7,8-tetrahydropyrido[3,4-d]pyrimidin-4-yl)-3-methylmorpholine (intermediate 13) and as 3-fluoro-4-(4,4,5,5-tetramethyl-1,3,2-dioxaborolan-2-yl)aniline as starting materials. The reaction mixture was filtered through a celite 545 pre-packed cartridge (2.5 g), washed with methanol and solvent removed in vacuo. The residue was purified by trituration with a (9:1) mixture of petrol ether (40-60)/ethyl acetate, yielding the tit... The reactants are B, CCOC(C)=O, CO, CCO, CCCCCC, C1CCOC1, C1CCOC1, CC(c1ccccc1)N1C(=O)COC2COCC21. The product is CC(c1ccccc1)N1CCOC2COCC21. As a reaction SMILES: [BH3:24].[C:35]([O:36][CH2:37][CH3:38])(=[O:39])[CH3:40].[CH3:25][OH:26].[CH3:27][CH2:28][OH:29].[CH3:41][CH2:42][CH2:43][CH2:44][CH2:45][CH3:46].[O:19]1[CH2:20][CH2:21][CH2:22][CH2:23]1.[O:30]1[CH2:31][CH2:32][CH2:33][CH2:34]1.[c:1]1([CH:7]([CH3:8])[N:9]2[C:10](=[O:18])[CH2:11][O:12][CH:13]3[CH2:14][O:15][CH2:16][CH:17]23)[cH:2][cH:3][cH:4][cH:5][cH:6]1>>[c:1]1([CH:7]([CH3:8])[N:9]2[CH2:10][CH2:11][O:12][CH:13]3[CH2:14][O:15][CH2:16][CH:17]23)[cH:2][cH:3][cH:4][cH:5][cH:6]1. The reactants are O=C(O)C1CCCCCC1, [Cl-], Nc1ccc(C(=O)O)cc1. The product is O=C(O)c1ccc(NC(=O)C2CCCCCC2)cc1. RXN SMILES: [CH:12]1([C:19](=[O:20])[OH:21])[CH2:13][CH2:14][CH2:15][CH2:16][CH2:17][CH2:18]1.[Cl-:11].[NH2:1][c:2]1[cH:3][cH:4][c:5]([C:6](=[O:7])[OH:8])[cH:9][cH:10]1>>[NH:1]([c:2]1[cH:3][cH:4][c:5]([C:6](=[O:7])[OH:8])[cH:9][cH:10]1)[C:19]([CH:12]1[CH2:13][CH2:14][CH2:15][CH2:16][CH2:17][CH2:18]1)=[O:20].